Dataset: the Open Reaction Database (ORD), a public repository of structured organic reaction records. Task: describe an organic reaction: reactants, conditions, products, and yield The reactants are C(=O)C1=C(C(=C(N1)C)CCC(=O)O)C (3-(5-formyl-2,4-dimethyl-1H-pyrrol-3-yl)-propionic acid), N1C(CC2=CC=CC=C12)=O (2-oxindole), [OH-].[Na+] (sodium hydroxide). Product: CC=1NC(=C(C1CCC(=O)O)C)C=C1C(NC2=CC=CC=C12)=O (3-[2,4-dimethyl-5-(2-oxo-1,2-dihydro-indol-3-ylidenemethyl)-1H-pyrrol-3-yl]-propionic acid). Conditions: temperature 50 celsius, time 4 hour. Solvent: O (water). Procedure details: Alternatively, a mixture of 3-(5-formyl-2,4-dimethyl-1H-pyrrol-3-yl)-propionic acid (10 g, 51 mmol), 2-oxindole (6.5 g, 49 mmol) and sodium hydroxide (40 g, 58 mmol) dissolved in 50 ml of water was stirred at 50° C. for 4 hours. The reaction mixture was cooled to room temperature, filtered and the filtrate acidified with to pH 3 with 12 N hydrochloric acid. The solid which precipitated was collected by vacuum filtration, washed with 10 ml of water and dried under vacuum overnight. The crude soli... The yield is 90.7%. As a reaction SMILES: [CH:1]([C:3]1[NH:7][C:6]([CH3:8])=[C:5]([CH2:9][CH2:10][C:11]([OH:13])=[O:12])[C:4]=1[CH3:14])=O.[NH:15]1[C:23]2[C:18](=[CH:19][CH:20]=[CH:21][CH:22]=2)[CH2:17][C:16]1=[O:24].[OH-].[Na+]>O>[CH3:8][C:6]1[NH:7][C:3]([CH:1]=[C:17]2[C:18]3[C:23](=[CH:22][CH:21]=[CH:20][CH:19]=3)[NH:15][C:16]2=[O:24])=[C:4]([CH3:14])[C:5]=1[CH2:9][CH2:10][C:11]([OH:13])=[O:12] |f:2.3|. Starting materials: [BH4-], CCOCC, CC(C)=CCc1cccc(C=O)c1, CCO, [Na+], O. Yields the product CC(C)=CCc1cccc(CO)c1. RXN SMILES: [BH4-:14].[CH2:17]([O:18][CH2:19][CH3:20])[CH3:21].[CH3:1][C:2](=[CH:3][CH2:4][c:5]1[cH:6][c:7]([CH:8]=[O:9])[cH:10][cH:11][cH:12]1)[CH3:13].[CH3:22][CH2:23][OH:24].[Na+:15].[OH2:16]>>[CH3:1][C:2](=[CH:3][CH2:4][c:5]1[cH:6][c:7]([CH2:8][OH:9])[cH:10][cH:11][cH:12]1)[CH3:13]. Conditions: temperature 0 celsius, time 3 hour. The yield is 85.0%. Solvent: CO (methanol). The reactants are C(#N)[BH3-].[Na+] (sodium cyanoborohydride), NC1=NC(=CC(=C1C#N)C1CN(CCC1)C(=O)OC(C)(C)C)C1=C(C=CC=C1OCC1=CC=C(C=C1)OC)N (tert-butyl 3-(2-amino-6-{2-amino-6-[(4-methoxybenzyl)oxy]phenyl}-3-cyano-4-pyridinyl)-1-piperidinecarboxylate), C(C1=CC=CC=C1)=O (benzaldehyde), C(C)(=O)O (acetic acid). The product is NC1=NC(=CC(=C1C#N)C1CN(CCC1)C(=O)OC(C)(C)C)C1=C(C=CC=C1OCC1=CC=C(C=C1)OC)NCC1=CC=CC=C1 (tert-butyl 3-(2-amino-6-{2-(benzylamino)-6-[(4-methoxybenzyl)oxy]-phenyl}-3-cyano-4-pyridinyl)-1-piperidinecarboxylate). As a reaction SMILES: [NH2:1][C:2]1[C:7]([C:8]#[N:9])=[C:6]([CH:10]2[CH2:15][CH2:14][CH2:13][N:12]([C:16]([O:18][C:19]([CH3:22])([CH3:21])[CH3:20])=[O:17])[CH2:11]2)[CH:5]=[C:4]([C:23]2[C:28]([O:29][CH2:30][C:31]3[CH:36]=[CH:35][C:34]([O:37][CH3:38])=[CH:33][CH:32]=3)=[CH:27][CH:26]=[CH:25][C:24]=2[NH2:39])[N:3]=1.C(O)(=O)C.[CH:44](=O)[C:45]1[CH:50]=[CH:49][CH:48]=[CH:47][CH:46]=1.C([BH3-])#N.[Na+]>CO>[NH2:1][C:2]1[C:7]([C:8]#[N:9])=[C:6]([CH:10]2[CH2:15][CH2:14][CH2:13][N:12]([C:16]([O:18][C:19]([CH3:22])([CH3:21])[CH3:20])=[O:17])[CH2:11]2)[CH:5]=[C:4]([C:23]2[C:28]([O:29][CH2:30][C:31]3[CH:32]=[CH:33][C:34]([O:37][CH3:38])=[CH:35][CH:36]=3)=[CH:27][CH:26]=[CH:25][C:24]=2[NH:39][CH2:44][C:45]2[CH:50]=[CH:49][CH:48]=[CH:47][CH:46]=2)[N:3]=1 |f:3.4|. Procedure details: To a cooled (0° C.), stirred solution of tert-butyl 3-(2-amino-6-{2-amino-6-[(4-methoxybenzyl)oxy]phenyl}-3-cyano-4-pyridinyl)-1-piperidinecarboxylate (0.30 g, 0.566 mmol) in methanol (10 mL) including acetic acid (0.03 g, 0.566 mmol) was added benzaldehyde (0.08 mL, 1.133 mmol) followed by sodium cyanoborohydride (0.04 g, 0.566 mmol), and the stirring was continued at 0° C. for 3 hrs. The reaction was quenched with water and extracted with ethyl acetate. The organic phase was dried over sodium ... Reactants: C(C)SC1=CC(=C(C=C1)NC(=O)C=1C=C(CSCCC(=O)OC(C)(C)C)C=CC1)C1=NC=CC(=C1)C(NCC1=CC(=CC=C1)C(F)(F)F)=O (tert-butyl 3-(3-(4-(ethylthio)-2-(4-(3-(trifluoromethyl)benzylcarbamoyl)pyridin-2-yl)phenylcarbamoyl)benzylthio)propanoate), FC(C(=O)O)(F)F (trifluoroacetic acid). Run in ClCCl (dichloromethane). Reaction conditions: time 8 hour. Yields the product C(C)SC1=CC(=C(C=C1)NC(=O)C=1C=C(CSCCC(=O)O)C=CC1)C1=NC=CC(=C1)C(NCC1=CC(=CC=C1)C(F)(F)F)=O (3-(3-(4-(ethylthio)-2-(4-(3-(trifluoromethyl)benzylcarbamoyl)pyridin-2-yl)phenylcarbamoyl)benzylthio)propanoic acid). Yield: 22.1%. Reaction SMILES: [CH2:1]([S:3][C:4]1[CH:9]=[CH:8][C:7]([NH:10][C:11]([C:13]2[CH:14]=[C:15]([CH:27]=[CH:28][CH:29]=2)[CH2:16][S:17][CH2:18][CH2:19][C:20]([O:22]C(C)(C)C)=[O:21])=[O:12])=[C:6]([C:30]2[CH:35]=[C:34]([C:36](=[O:49])[NH:37][CH2:38][C:39]3[CH:44]=[CH:43][CH:42]=[C:41]([C:45]([F:48])([F:47])[F:46])[CH:40]=3)[CH:33]=[CH:32][N:31]=2)[CH:5]=1)[CH3:2].FC(F)(F)C(O)=O>ClCCl>[CH2:1]([S:3][C:4]1[CH:9]=[CH:8][C:7]([NH:10][C:11]([C:13]2[CH:14]=[C:15]([CH:27]=[CH:28][CH:29]=2)[CH2:16][S:17][CH2:18][CH2:19][C:20]([OH:22])=[O:21])=[O:12])=[C:6]([C:30]2[CH:35]=[C:34]([C:36](=[O:49])[NH:37][CH2:38][C:39]3[CH:44]=[CH:43][CH:42]=[C:41]([C:45]([F:47])([F:48])[F:46])[CH:40]=3)[CH:33]=[CH:32][N:31]=2)[CH:5]=1)[CH3:2]. Procedure: Into a 50-mL round-bottom flask, was placed a solution of tert-butyl 3-(3-(4-(ethylthio)-2-(4-(3-(trifluoromethyl)benzylcarbamoyl)pyridin-2-yl)phenylcarbamoyl)benzylthio)propanoate (200 mg, 0.28 mmol, 1.00 equiv) in dichloromethane (5 mL), and trifluoroacetic acid (2 mL). The resulting solution was stirred overnight at room temperature. The reaction progress was monitored by LCMS. The resulting mixture was concentrated under vacuum. The crude product (0.2 g) was purified by reverse phase HPLC el... Starting materials: ClCCl, C=COC=C, O=[N+]([O-])C(CO)([N+](=O)[O-])[N+](=O)[O-], O=C(O)C(F)(F)F. Yields the product C=COCC([N+](=O)[O-])([N+](=O)[O-])[N+](=O)[O-]. RXN SMILES: [CH2:25]([Cl:26])[Cl:27].[CH:1](=[CH2:2])[O:3][CH:4]=[CH2:5].[N+:6](=[O:7])([O-:8])[C:9]([CH2:10][OH:11])([N+:12](=[O:13])[O-:14])[N+:15](=[O:16])[O-:17].[OH:18][C:19]([C:20]([F:21])([F:22])[F:23])=[O:24]>>[CH:1](=[CH2:2])[O:11][CH2:10][C:9]([N+:6](=[O:7])[O-:8])([N+:12](=[O:13])[O-:14])[N+:15](=[O:16])[O-:17]. The reactants are C(C)OC(C1=C(C=C(C(=C1)F)N1CC(CC1)NC(=O)OC(C)(C)C)F)=O (4-[3-(tert-Butoxycarbonylamino)-pyrrolidin-1-yl]-2,5-difluorobenzoic acid ethyl ester), C(C)(C)N (isopropylamine). The solvent is CS(=O)C (dimethyl sulfoxide). The product is C(C)OC(C1=C(C=C(C(=C1)F)N1CC(CC1)NC(=O)OC(C)(C)C)NC(C)C)=O (4-[3-(tert-Butoxycarbonylamino)pyrrolidin-1-yl]-5-fluoro-2-isopropylaminobenzoic acid ethyl ester). Yield: 28.1%. RXN SMILES: [CH2:1]([O:3][C:4](=[O:26])[C:5]1[CH:10]=[C:9]([F:11])[C:8]([N:12]2[CH2:16][CH2:15][CH:14]([NH:17][C:18]([O:20][C:21]([CH3:24])([CH3:23])[CH3:22])=[O:19])[CH2:13]2)=[CH:7][C:6]=1F)[CH3:2].[CH:27]([NH2:30])([CH3:29])[CH3:28]>CS(C)=O>[CH2:1]([O:3][C:4](=[O:26])[C:5]1[CH:10]=[C:9]([F:11])[C:8]([N:12]2[CH2:16][CH2:15][CH:14]([NH:17][C:18]([O:20][C:21]([CH3:24])([CH3:23])[CH3:22])=[O:19])[CH2:13]2)=[CH:7][C:6]=1[NH:30][CH:27]([CH3:29])[CH3:28])[CH3:2]. Reported procedure: 4-[3-(tert-Butoxycarbonylamino)-pyrrolidin-1-yl]-2,5-difluorobenzoic acid ethyl ester (Example 2j, 5.4 g, 13.9 mmol), isopropylamine (40 mL, 469 mmol), and dimethyl sulfoxide (25 mL) are heated at 100° C. for 4 days in a sealed glass tube. The excess amine is removed by blowing in compressed air. The residue is filtered and concentrated under vacuum to a thick oil. Purification by column chromatography (1:1:7 ethyl acetate/chloroform/hexanes) to provide the title compound as a solid (1.6 g). MS:... The reactants are FC(F)(F)c1ccccc1Br, O=C([O-])O, CC(=O)[O-], CC(=O)[O-], COc1cccc(C(C)NC2CCNC2)c1, CC(C)(C)[O-], Cc1ccccc1, Cl, Cl, [Na+], [Na+], [Pd+2], c1ccc(P(c2ccccc2)c2ccc3ccccc3c2-c2c(P(c3ccccc3)c3ccccc3)ccc3ccccc23)cc1. Yields the product COc1cccc(C(C)NC2CCN(c3ccccc3C(F)(F)F)C2)c1. RXN SMILES: [Br:19][c:20]1[c:21]([C:26]([F:27])([F:28])[F:29])[cH:22][cH:23][cH:24][cH:25]1.[C:82](=[O:83])([OH:84])[O-:85].[C:94]([O-:95])(=[O:96])[CH3:97].[C:99]([O-:100])(=[O:101])[CH3:102].[CH3:3][O:4][c:5]1[cH:6][c:7]([CH:11]([CH3:12])[NH:13][CH:14]2[CH2:15][NH:16][CH2:17][CH2:18]2)[cH:8][cH:9][cH:10]1.[CH3:76][C:77]([CH3:78])([O-:79])[CH3:80].[CH3:87][c:88]1[cH:89][cH:90][cH:91][cH:92][cH:93]1.[ClH:1].[ClH:2].[Na+:81].[Na+:86].[Pd+2:98].[cH:30]1[cH:31][cH:32][c:33]([P:34]([c:35]2[cH:36][cH:37][c:38]3[c:39]([cH:40][cH:41][cH:42][cH:43]3)[c:44]2-[c:45]2[c:46]3[c:47]([cH:48][cH:49][cH:50][cH:51]3)[cH:52][cH:53][c:54]2[P:55]([c:56]2[cH:57][cH:58][cH:59][cH:60][cH:61]2)[c:62]2[cH:63][cH:64][cH:65][cH:66][cH:67]2)[c:68]2[cH:69][cH:70][cH:71][cH:72][cH:73]2)[cH:74][cH:75]1>>[CH3:3][O:4][c:5]1[cH:6][c:7]([CH:11]([CH3:12])[NH:13][CH:14]2[CH2:15][N:16]([c:20]3[c:21]([C:26]([F:27])([F:28])[F:29])[cH:22][cH:23][cH:24][cH:25]3)[CH2:17][CH2:18]2)[cH:8][cH:9][cH:10]1.